From a dataset of the Open Reaction Database (ORD), a public repository of structured organic reaction records. describe an organic reaction: reactants, conditions, products, and yield Reactants: NC1=C(C=CC=C1)SC=1C(=C(C=CC1)O)C1=NN=NN1 (3-(2-aminophenylthio)-2-(1H-tetrazol-5-yl)phenol), ClC(=O)C1=CC=C(OCC(=O)OCC)C=C1 (ethyl 4-chloroformylphenoxyacetate). The solvent is C1(=CC=CC=C1)C (toluene), C1(=CC=CC=C1)C (toluene). Yields the product OC=1C(=C(C=CC1)SC1=C(C=CC=C1)NC(=O)C1=CC=C(OCC(=O)OCC)C=C1)C1=NN=NN1 (Ethyl 4-[2-[3-hydroxy-2-(1H-tetrazol-5-yl)phenylthio]phenylcarbamoyl]phenoxyacetate). The yield is 60.8%. RXN SMILES: [NH2:1][C:2]1[CH:7]=[CH:6][CH:5]=[CH:4][C:3]=1[S:8][C:9]1[C:10]([C:16]2[NH:20][N:19]=[N:18][N:17]=2)=[C:11]([OH:15])[CH:12]=[CH:13][CH:14]=1.Cl[C:22]([C:24]1[CH:36]=[CH:35][C:27]([O:28][CH2:29][C:30]([O:32][CH2:33][CH3:34])=[O:31])=[CH:26][CH:25]=1)=[O:23]>C1(C)C=CC=CC=1>[OH:15][C:11]1[C:10]([C:16]2[NH:20][N:19]=[N:18][N:17]=2)=[C:9]([S:8][C:3]2[CH:4]=[CH:5][CH:6]=[CH:7][C:2]=2[NH:1][C:22]([C:24]2[CH:36]=[CH:35][C:27]([O:28][CH2:29][C:30]([O:32][CH2:33][CH3:34])=[O:31])=[CH:26][CH:25]=2)=[O:23])[CH:14]=[CH:13][CH:12]=1. Reported procedure: In 10 ml of toluene was suspended 0.63 g of 3-(2-aminophenylthio)-2-(1H-tetrazol-5-yl)phenol (prepared in Reference Example 12)-followed by addition of a solution of 0.58 g of ethyl 4-chloroformylphenoxyacetate in 2 ml of toluene, and the mixture was refluxed for 2 hours. The solvent was then distilled off and the residue was subjected to silica gel column chromatography using 0.5% methanol-chloroform as the eluent to give 0.66 g of the title compound as white crystals, m.p. 155°-157° C. Starting materials: Cl (Hydrochloric acid), C(C1=CC=CC=C1)OC(NCCCCC1=CC=C(C=C1)OCCNC(=O)OC(C)(C)C)=O ({4-[4-(2-tert-Butoxycarbonylaminoethoxy)phenyl]butyl}carbamic acid benzyl ester), CCOCC (ether). Solvent: C1CCOC1 (THF), CO (methanol). Run at time 1.5 hour. Product: Cl.C(C1=CC=CC=C1)OC(NCCCCC1=CC=C(C=C1)OCCN)=O ({4-[4-(2-Aminoethoxy)phenyl]butyl}carbamic acid benzyl ester hydrochloride). As a reaction SMILES: [CH2:1]([O:8][C:9](=[O:32])[NH:10][CH2:11][CH2:12][CH2:13][CH2:14][C:15]1[CH:20]=[CH:19][C:18]([O:21][CH2:22][CH2:23][NH:24]C(OC(C)(C)C)=O)=[CH:17][CH:16]=1)[C:2]1[CH:7]=[CH:6][CH:5]=[CH:4][CH:3]=1.[ClH:33].CCOCC>CO.C1COCC1>[ClH:33].[CH2:1]([O:8][C:9](=[O:32])[NH:10][CH2:11][CH2:12][CH2:13][CH2:14][C:15]1[CH:20]=[CH:19][C:18]([O:21][CH2:22][CH2:23][NH2:24])=[CH:17][CH:16]=1)[C:2]1[CH:7]=[CH:6][CH:5]=[CH:4][CH:3]=1 |f:5.6|. Procedure: {4-[4-(2-tert-Butoxycarbonylaminoethoxy)phenyl]butyl}carbamic acid benzyl ester 1 (11.0 g, 24.9 mmol) was dissolved in methanol (110 mL) and THF (20 mL). 12N Hydrochloric acid (40 mL) was added dropwise, and the reaction was allowed to stir. After 1.5 h, ether (200 mL) was added, and the reaction was suction filtered to collect a white solid. The solid was washed with ether, air dried, and dried under vacuum. This afforded 7.6 g, (82%) of 7 as a white solid. 1H NMR (300 MHz, CD3OD) δ 1.39 (br s,... The reactants are [BH4-], C1CCOC1, C[Si](C)(C)Cl, Cl, [Li+], NC(C(=O)O)c1ccc(I)cc1. The product is NC(CO)c1ccc(I)cc1. RXN SMILES: [BH4-:1].[CH2:21]1[O:22][CH2:23][CH2:24][CH2:25]1.[Cl:3][Si:4]([CH3:5])([CH3:6])[CH3:7].[ClH:8].[Li+:2].[NH2:9][CH:10]([C:11](=[O:12])[OH:13])[c:14]1[cH:15][cH:16][c:17]([I:20])[cH:18][cH:19]1>>[NH2:9][CH:10]([CH2:11][OH:12])[c:14]1[cH:15][cH:16][c:17]([I:20])[cH:18][cH:19]1. The reactants are [H-].[Na+] (sodium hydride), CC1=C(COCC(=O)C2=CC=CC=C2)C=CC=C1 (2-(2-methylbenzyloxy)-acetophenone), CCOCC (ether), C(OC)(OC)=O (dimethyl carbonate), C(C)OCC (diethyl ether), Cl (hydrochloric acid). Run in O (H2O), CO (methanol). Product: CC1=C(COC2=C(C=CC=C2)C(CC(=O)OC)=O)C=CC=C1 (Methyl 3-[2-(2-methylbenzyloxy)-phenyl]-3-oxopropionate). Reaction SMILES: [H-].[Na+].[C:3](=[O:8])([O:6][CH3:7])OC.[CH3:9][C:10]1[CH:26]=[CH:25][CH:24]=[CH:23][C:11]=1[CH2:12][O:13][CH2:14][C:15]([C:17]1[CH:22]=[CH:21][CH:20]=[CH:19][CH:18]=1)=O.Cl.C([O:30]CC)C>O.CO>[CH3:9][C:10]1[CH:26]=[CH:25][CH:24]=[CH:23][C:11]=1[CH2:12][O:13][C:14]1[CH:15]=[CH:17][CH:22]=[CH:21][C:20]=1[C:19](=[O:30])[CH2:18][C:3]([O:6][CH3:7])=[O:8] |f:0.1|. Procedure details: 14 g (0.6 mol) of 100% pure sodium hydride and 54 g (0.6 mol) of dimethyl carbonate in 225 ml of absolute diethyl ether are initially taken under nitrogen. 72 g (0.3 mol) of 2-(2-methylbenzyloxy)-acetophenone, dissolved in 300 ml of absolute ether, are added dropwise at 20°-35° C. and the mixture is refluxed for 5 h. At 10° C., first 45 ml of methanol and then 100 ml of H2O are slowly added dropwise. The pH is then brought to 7 with dilute hydrochloric acid. The organic phase is washed several t...